The task is: describe an organic reaction: reactants, conditions, products, and yield. This data is from the Open Reaction Database (ORD), a public repository of structured organic reaction records. The reactants are C(C)(=O)Cl (Acetyl chloride), CC1=C(C=CC=C1C)NC1=C(C=CC=C1)CNO (2-[(2,3-dimethylphenyl)amino]-N-hydroxybenzenemethanamine), C(C)(=O)[O-].[Na+] (sodium acetate). The solvent is O1CCOCC1.O (dioxane water). Conditions: time 30 minute. Yields the product CC1=C(C=CC=C1C)NC1=C(C=CC=C1)CN(C(C)=O)O (N-[[2-[(2,3-dimethylphenyl)amino]phenyl]methyl]-N-hydroxyacetamide). Isolated yield 52.8%. As a reaction SMILES: [C:1](Cl)(=[O:3])[CH3:2].[CH3:5][C:6]1[C:11]([CH3:12])=[CH:10][CH:9]=[CH:8][C:7]=1[NH:13][C:14]1[CH:19]=[CH:18][CH:17]=[CH:16][C:15]=1[CH2:20][NH:21][OH:22].C([O-])(=O)C.[Na+]>O1CCOCC1.O>[CH3:5][C:6]1[C:11]([CH3:12])=[CH:10][CH:9]=[CH:8][C:7]=1[NH:13][C:14]1[CH:19]=[CH:18][CH:17]=[CH:16][C:15]=1[CH2:20][N:21]([OH:22])[C:1](=[O:3])[CH3:2] |f:2.3,4.5|. Reported procedure: Acetyl chloride (0.53 g, 6.8 mmol) is added dropwise at 0° C. to a solution of 2-[(2,3-dimethylphenyl)amino]-N-hydroxybenzenemethanamine (1.64 g, 6.8 mmol) and sodium acetate (840 mg, 0 mmol) in 2:1 dioxane/water (100 ml). The reaction mixture is stirred at room temperature for 30 minutes. The product is extracted into ethyl acetate. The organic layer is washed with brine, dried over magnesium sulfate and evaporated to a residue which is recrystallized from cyclohexane to give pure N-[[2-[(2,3-d... The product is O=C(O)c1ccc(COc2ccccc2)cc1. The reactants are O=C([O-])O, CS(C)=O, O=C(O)c1ccc(CCl)cc1, Cl, [K+], [Na+], [OH-], O, Oc1ccccc1. As a reaction SMILES: [C:26](=[O:27])([OH:28])[O-:29].[CH3:22][S:23](=[O:24])[CH3:25].[Cl:10][CH2:11][c:12]1[cH:13][cH:14][c:15]([C:16](=[O:17])[OH:18])[cH:19][cH:20]1.[ClH:21].[K+:9].[Na+:30].[OH-:8].[OH2:31].[OH:1][c:2]1[cH:3][cH:4][cH:5][cH:6][cH:7]1>>[O:1]([c:2]1[cH:3][cH:4][cH:5][cH:6][cH:7]1)[CH2:11][c:12]1[cH:13][cH:14][c:15]([C:16](=[O:17])[OH:18])[cH:19][cH:20]1. The product is C(C)(=O)N1C(C(N(C(=C1)C1=CC=CC=C1)CC(=O)O)=O)C(C)C ({(3RS)-4-Acetyl-3-isopropyl-2-oxo-6-phenyl-1,2,3,4-tetrahydropyrazin-1-yl}acetic acid). Run in C(C)O (ethanol). Procedure: A 4 N aqueous lithium hydroxide solution (0.4 ml) is added to a solution of ethyl {(3RS)-4-acetyl-3-isopropyl-2-oxo-6-phenyl-1,2,3,4-tetrahydropyrazin-1-yl}acetate (185 mg, Reference compound No. 50-1) in ethanol (5 ml), and the mixture is stirred for 35 minutes. To the reaction mixture is added 1 N hydrochloric acid to acidify the system, and the whole is extracted with ethyl acetate. The extract is washed with saturated brine and dried over anhydrous magnesium sulfate. The extract is concentra... The reactants are [OH-].[Li+] (lithium hydroxide), C(C)(=O)N1C(C(N(C(=C1)C1=CC=CC=C1)CC(=O)OCC)=O)C(C)C (ethyl {(3RS)-4-acetyl-3-isopropyl-2-oxo-6-phenyl-1,2,3,4-tetrahydropyrazin-1-yl}acetate), Cl (hydrochloric acid). Reaction SMILES: [OH-].[Li+].[C:3]([N:6]1[CH:11]=[C:10]([C:12]2[CH:17]=[CH:16][CH:15]=[CH:14][CH:13]=2)[N:9]([CH2:18][C:19]([O:21]CC)=[O:20])[C:8](=[O:24])[CH:7]1[CH:25]([CH3:27])[CH3:26])(=[O:5])[CH3:4].Cl>C(O)C>[C:3]([N:6]1[CH:11]=[C:10]([C:12]2[CH:17]=[CH:16][CH:15]=[CH:14][CH:13]=2)[N:9]([CH2:18][C:19]([OH:21])=[O:20])[C:8](=[O:24])[CH:7]1[CH:25]([CH3:27])[CH3:26])(=[O:5])[CH3:4] |f:0.1|. Starting materials: NC=1C=C(C=CC1)C1=C(C=NC2=C(C=CC=C12)Cl)C(=O)C1=CC=CC=C1 ([4-(3-amino-phenyl)-8-chloro-quinolin-3-yl]-phenyl-methanone), COC(CC1=CC(=CC=C1)C=O)=O ((3-formyl-phenyl)-acetic acid methyl ester). Yields the product C(C1=CC=CC=C1)(=O)C=1C=NC2=C(C=CC=C2C1C=1C=C(C=CC1)NCC=1C=C(C=CC1)CC(=O)O)Cl ([3-({[3-(3-BENZOYL-8-CHLOROQUINOLIN-4-YL)PHENYL]AMINO}METHYL)PHENYL]ACETIC ACID). RXN SMILES: [NH2:1][C:2]1[CH:3]=[C:4]([C:8]2[C:17]3[C:12](=[C:13]([Cl:18])[CH:14]=[CH:15][CH:16]=3)[N:11]=[CH:10][C:9]=2[C:19]([C:21]2[CH:26]=[CH:25][CH:24]=[CH:23][CH:22]=2)=[O:20])[CH:5]=[CH:6][CH:7]=1.C[O:28][C:29](=[O:39])[CH2:30][C:31]1[CH:36]=[CH:35][CH:34]=[C:33]([CH:37]=O)[CH:32]=1>>[C:19]([C:9]1[CH:10]=[N:11][C:12]2[C:17]([C:8]=1[C:4]1[CH:3]=[C:2]([NH:1][CH2:37][C:33]3[CH:32]=[C:31]([CH2:30][C:29]([OH:39])=[O:28])[CH:36]=[CH:35][CH:34]=3)[CH:7]=[CH:6][CH:5]=1)=[CH:16][CH:15]=[CH:14][C:13]=2[Cl:18])(=[O:20])[C:21]1[CH:26]=[CH:25][CH:24]=[CH:23][CH:22]=1. Procedure: The title compound was prepared from [4-(3-amino-phenyl)-8-chloro-quinolin-3-yl]-phenyl-methanone and (3-formyl-phenyl)-acetic acid methyl ester according to the procedure of Example 66. MS (ESI) m/z 507. The reactants are CP(C)C (trimethylphosphine), N(=[N+]=[N-])C(C)C1=C(C=2C(=CON2)C(=C1)Cl)C1=CC(=CC=C1)F (6-(1-azidoethyl)-4-chloro-7-(3-fluorophenyl)-2,1-benzisoxazole). Solvent: C1CCOC1 (THF), O1CCCC1 (tetrahydrofuran), O (water). Run at time 1 hour. Yields the product ClC1=CC(=C(C=2C1=CON2)C2=CC(=CC=C2)F)C(C)N (1-[4-Chloro-7-(3-fluorophenyl)-2,1-benzisoxazol-6-yl]ethanamine). RXN SMILES: [N:1]([CH:4]([C:6]1[CH:14]=[C:13]([Cl:15])[C:9]2=[CH:10][O:11][N:12]=[C:8]2[C:7]=1[C:16]1[CH:21]=[CH:20][CH:19]=[C:18]([F:22])[CH:17]=1)[CH3:5])=[N+]=[N-].CP(C)C>O1CCCC1.O>[Cl:15][C:13]1[C:9]2=[CH:10][O:11][N:12]=[C:8]2[C:7]([C:16]2[CH:21]=[CH:20][CH:19]=[C:18]([F:22])[CH:17]=2)=[C:6]([CH:4]([NH2:1])[CH3:5])[CH:14]=1. Procedure: To a stirred mixture of 6-(1-azidoethyl)-4-chloro-7-(3-fluorophenyl)-2,1-benzisoxazole (90. mg, 0.28 mmol) in tetrahydrofuran (2 mL) and water (0.3 mL) was added 1.0 M trimethylphosphine in THF (0.35 mL, 0.35 mmol). The mixture was stirred at room temperature for 1 hour. After degassing with nitrogen, the reaction mixture was extracted with dichloromethane. The extracts were washed with brine, dried over magnesium sulfate and evaporated to dryness. The crude residue was used directly in the next... Reactants: ClC1=C(OCC(=O)N)C=CC(=C1)C=O (2-(2-chloro-4-formylphenoxy)acetamide), [BH4-].[Na+] (sodium borohydride). Run in C(C)O (ethanol). Run at time 1 hour. Yields the product ClC1=C(OCC(=O)N)C=CC(=C1)CO (2-[2-chloro-4-(hydroxymethyl)phenoxy]acetamide). RXN SMILES: [Cl:1][C:2]1[CH:12]=[C:11]([CH:13]=[O:14])[CH:10]=[CH:9][C:3]=1[O:4][CH2:5][C:6]([NH2:8])=[O:7].[BH4-].[Na+]>C(O)C>[Cl:1][C:2]1[CH:12]=[C:11]([CH2:13][OH:14])[CH:10]=[CH:9][C:3]=1[O:4][CH2:5][C:6]([NH2:8])=[O:7] |f:1.2|. Reported procedure: To a solution of the product from example 15 step a) (4.4 g) in ethanol (500 ml) was added sodium borohydride (1.56 g) and the mixture allowed to stir for 1 hour. Acidified with glacial acetic acid, evaporated to dryness and extracted into ethyl acetate, washed with water to give the subtitle compound (4.3 g). The reactants are N(=NC(=O)OCC)C(=O)OCC (Diethyl azodicarboxylate), C(C)(C)(C)OC(=O)NCC(=O)N[C@@H]1C[C@H](N(C1)C(=O)OC(C)(C)C)CO ((2S,4R)-4-(N-tert-butoxycarbonylglycylamino)-2-hydroxymethyl-N-tert-butoxycarbonylpyrrolidine), C1(=CC=CC=C1)C1=CC=C(C=C1)O (4-phenylphenol), C1(=CC=CC=C1)P(C1=CC=CC=C1)C1=CC=CC=C1 (triphenyl phosphine). Solvent: O1CCCC1 (tetrahydrofuran). Run at time 17 hour. The product is C(C)(C)(C)OC(=O)NCC(=O)N[C@@H]1C[C@H](N(C1)C(=O)OC(C)(C)C)COC1=CC=C(C=C1)C1=CC=CC=C1 ((2S,4R)-4-(N-tert-Butoxycarbonylglycylamino)-2-(4-Biphenyloxy)methyl-N-tert-Butoxycarbonylpyrrolidine). Reaction SMILES: N(C(OCC)=O)=NC(OCC)=O.[C:13]([O:17][C:18]([NH:20][CH2:21][C:22]([NH:24][C@H:25]1[CH2:29][N:28]([C:30]([O:32][C:33]([CH3:36])([CH3:35])[CH3:34])=[O:31])[C@H:27]([CH2:37][OH:38])[CH2:26]1)=[O:23])=[O:19])([CH3:16])([CH3:15])[CH3:14].[C:39]1([C:45]2[CH:50]=[CH:49][C:48](O)=[CH:47][CH:46]=2)[CH:44]=[CH:43][CH:42]=[CH:41][CH:40]=1.C1(P(C2C=CC=CC=2)C2C=CC=CC=2)C=CC=CC=1>O1CCCC1>[C:13]([O:17][C:18]([NH:20][CH2:21][C:22]([NH:24][C@H:25]1[CH2:29][N:28]([C:30]([O:32][C:33]([CH3:36])([CH3:35])[CH3:34])=[O:31])[C@H:27]([CH2:37][O:38][C:48]2[CH:49]=[CH:50][C:45]([C:39]3[CH:44]=[CH:43][CH:42]=[CH:41][CH:40]=3)=[CH:46][CH:47]=2)[CH2:26]1)=[O:23])=[O:19])([CH3:15])([CH3:14])[CH3:16]. Reported procedure: Diethyl azodicarboxylate (158 mL) was added to a mixture of (2S,4R)-4-(N-tert-butoxycarbonylglycylamino)-2-hydroxymethyl-N-tert-butoxycarbonylpyrrolidine (A, 310 mg), 4-phenylphenol (148 mg), and triphenyl phosphine (229 mg) in tetrahydrofuran (10 mL) under argon at room temperature. After stirring at room Ad temperature for 17 hr, the mixture was concentrated in vacuo to give a residue, which was purified by silica gel column chromatography (chloroform:methanol=200:1, v/v) to afford title compo... The reactants are C(=O)C1=CC=C(C=C1)B(O)O (4-Formylphenylboronic acid), P(=O)([O-])([O-])[O-].[K+].[K+].[K+] (tripotassium phosphate), C(C)(=O)OCC (ethyl acetate), BrC1=CC=C(OC2OCCCC2)C=C1 (2-(4-Bromophenoxy)tetrahydropyran). The reagents and catalysts are C=1C=CC(=CC1)[P](C=2C=CC=CC2)(C=3C=CC=CC3)[Pd]([P](C=4C=CC=CC4)(C=5C=CC=CC5)C=6C=CC=CC6)([P](C=7C=CC=CC7)(C=8C=CC=CC8)C=9C=CC=CC9)[P](C=1C=CC=CC1)(C=1C=CC=CC1)C=1C=CC=CC1 (tetrakis(triphenylphosphine)palladium). Run in CN(C=O)C (N,N-dimethylformamide). Run at temperature 95 celsius. Product: O1C(CCCC1)OC1=CC=C(C=C1)C1=CC=C(C=C1)C=O (4′-(tetrahydropyran-2-yloxy)biphenyl-4-carbaldehyde). The yield is 45.2%. RXN SMILES: Br[C:2]1[CH:14]=[CH:13][C:5]([O:6][CH:7]2[CH2:12][CH2:11][CH2:10][CH2:9][O:8]2)=[CH:4][CH:3]=1.[CH:15]([C:17]1[CH:22]=[CH:21][C:20](B(O)O)=[CH:19][CH:18]=1)=[O:16].P([O-])([O-])([O-])=O.[K+].[K+].[K+].C(OCC)(=O)C>CN(C)C=O.C1C=CC([P]([Pd]([P](C2C=CC=CC=2)(C2C=CC=CC=2)C2C=CC=CC=2)([P](C2C=CC=CC=2)(C2C=CC=CC=2)C2C=CC=CC=2)[P](C2C=CC=CC=2)(C2C=CC=CC=2)C2C=CC=CC=2)(C2C=CC=CC=2)C2C=CC=CC=2)=CC=1>[O:8]1[CH2:9][CH2:10][CH2:11][CH2:12][CH:7]1[O:6][C:5]1[CH:13]=[CH:14][C:2]([C:20]2[CH:21]=[CH:22][C:17]([CH:15]=[O:16])=[CH:18][CH:19]=2)=[CH:3][CH:4]=1 |f:2.3.4.5,^1:48,50,69,88|. Procedure details: 2-(4-Bromophenoxy)tetrahydropyran (3.0 g) was dissolved in N,N-dimethylformamide (30 ml). 4-Formylphenylboronic acid (2.1 g), tetrakis(triphenylphosphine)palladium (0) (1.35 g) and tripotassium phosphate (4.95 g) were added thereto, and the resulting mixture was heated at 90 to 100° C. under a nitrogen atmosphere for 3 hours. After completion of the reaction, ethyl acetate was added to the reaction mixture and filtered through Celite. The filtrate was separated into layers. The organic layer was... Reactants: [N+](=O)([O-])C1=CN=C(N1CCOC(C1=CC=CC=C1)=O)C (5-nitro-2-methyl-1-(2-benzoyloxyethyl)-imidazole). The solvent is C(C)O (ethanol). The product is [N+](=O)([O-])C1=CN=C(N1CCOC(C1=CC=CC=C1)=O)C=CN(C)C (5-nitro-1-(2-benzoyloxyethyl)-2-(2-dimethylaminovinyl)-imidazole). Reaction SMILES: [N+:1]([C:4]1[N:8]([CH2:9][CH2:10][O:11][C:12](=[O:19])[C:13]2[CH:18]=[CH:17][CH:16]=[CH:15][CH:14]=2)[C:7]([CH3:20])=[N:6][CH:5]=1)([O-:3])=[O:2]>C(O)C>[N+:1]([C:4]1[N:8]([CH2:9][CH2:10][O:11][C:12](=[O:19])[C:13]2[CH:18]=[CH:17][CH:16]=[CH:15][CH:14]=2)[C:7]([CH:20]=[CH:7][N:8]([CH3:9])[CH3:4])=[N:6][CH:5]=1)([O-:3])=[O:2]. Reported procedure: 27.5 g. (0.1 mole) of 5-nitro-2-methyl-1-(2-benzoyloxyethyl)-imidazole was reacted as indicated in Example 1. After cooling, the reaction solution was mixed with ethanol, and the precipitate was vacuum-filtered; m.p. 153°-154° C.